From a dataset of the Open Reaction Database (ORD), a public repository of structured organic reaction records. describe an organic reaction: reactants, conditions, products, and yield The reactants are C(C1=CC=CC=C1)OC1=CC=C(C=C1)C(=O)C1=NN(C2=C(C=CC=C12)C(F)(F)F)C1CCCC1 ([4-(benzyloxy)phenyl][1-cyclopentyl-7-(trifluoromethyl)-1H-indazol-3-yl]methanone). Reagents/catalysts: [Pd] (palladium on carbon). The solvent is C(C)O.C1=CCCCC1 (ethanol cyclohexene). Conditions: temperature 70 celsius. Yields the product C1(CCCC1)N1N=C(C2=CC=CC(=C12)C(F)(F)F)C(=O)C1=CC=C(C=C1)O ([1-cyclopentyl-7-(trifluoromethyl)-1H-indazol-3-yl](4-hydroxyphenyl)methanone). The yield is 81.1%. Reaction SMILES: C([O:8][C:9]1[CH:14]=[CH:13][C:12]([C:15]([C:17]2[C:25]3[C:20](=[C:21]([C:26]([F:29])([F:28])[F:27])[CH:22]=[CH:23][CH:24]=3)[N:19]([CH:30]3[CH2:34][CH2:33][CH2:32][CH2:31]3)[N:18]=2)=[O:16])=[CH:11][CH:10]=1)C1C=CC=CC=1>[Pd].C(O)C.C1CCCCC=1>[CH:30]1([N:19]2[C:20]3[C:25](=[CH:24][CH:23]=[CH:22][C:21]=3[C:26]([F:28])([F:29])[F:27])[C:17]([C:15]([C:12]3[CH:11]=[CH:10][C:9]([OH:8])=[CH:14][CH:13]=3)=[O:16])=[N:18]2)[CH2:31][CH2:32][CH2:33][CH2:34]1 |f:2.3|. Procedure details: A mixture of [4-(benzyloxy)phenyl][1-cyclopentyl-7-(trifluoromethyl)-1H-indazol-3-yl]methanone (0.13 g, 0.28 mmol) and 10% palladium on carbon(0.10 g) in 10 mL ethanol/cyclohexene (3:1, v/v) was heated at 70° C. for 0.5 hours. The catalyst was filtered (celite) and the filtrate concentrated in vacuo to give crude product. The residue was crystallized from Et2O/hexane to give 0.085 g of product as a white solid (mp 225-226° C.). Starting materials: ClC1=CC=C(C=C1)C1=NN(C(N1\C=C\C(F)(F)F)=O)CC(=O)O ({3-(4-Chlorophenyl)-5-oxo-4-[(1E)-3,3,3-trifluoroprop-1-en-1-yl]-4,5-dihydro-1H-1,2,4-triazol-1-yl}acetic acid), Cl.NC(C(=O)NC(C)(C(=O)N)C)C1=C(C=CC=C1)C(F)(F)F (N2-{Amino[2-(trifluoromethyl)phenyl]acetyl}-2-methylalaninamide hydrochloride). Product: ClC1=CC=C(C=C1)C1=NN(C(N1\C=C\C(F)(F)F)=O)CC(=O)NC(C(=O)NC(C)(C(=O)N)C)C1=C(C=CC=C1)C(F)(F)F (N2-{[({3-(4-Chlorophenyl)-5-oxo-4-[(1E)-3,3,3-trifluoroprop-1-en-1-yl]-4,5-dihydro-1H-1,2,4-triazol-1-yl}acetyl)amino][2-(trifluoromethyl)phenyl]acetyl}-2-methylalaninamide). Reaction SMILES: [Cl:1][C:2]1[CH:7]=[CH:6][C:5]([C:8]2[N:12](/[CH:13]=[CH:14]/[C:15]([F:18])([F:17])[F:16])[C:11](=[O:19])[N:10]([CH2:20][C:21]([OH:23])=O)[N:9]=2)=[CH:4][CH:3]=1.Cl.[NH2:25][CH:26]([C:36]1[CH:41]=[CH:40][CH:39]=[CH:38][C:37]=1[C:42]([F:45])([F:44])[F:43])[C:27]([NH:29][C:30]([CH3:35])([C:32]([NH2:34])=[O:33])[CH3:31])=[O:28]>>[Cl:1][C:2]1[CH:3]=[CH:4][C:5]([C:8]2[N:12](/[CH:13]=[CH:14]/[C:15]([F:16])([F:17])[F:18])[C:11](=[O:19])[N:10]([CH2:20][C:21]([NH:25][CH:26]([C:36]3[CH:41]=[CH:40][CH:39]=[CH:38][C:37]=3[C:42]([F:43])([F:44])[F:45])[C:27]([NH:29][C:30]([CH3:35])([C:32]([NH2:34])=[O:33])[CH3:31])=[O:28])=[O:23])[N:9]=2)=[CH:6][CH:7]=1 |f:1.2|. Procedure: Analogously to Example 1, 25 mg (72 μmol) of the compound of Example 11A and 29 mg (79 μmol) of the compound of Example 62A were employed. Purification by HPLC [Method 7] gave 32 mg (70% of theory) of the title compound. Reactants: CC(C)=O, ClCCl, Cl, [Na+], O=Cc1ccc2c(c1)CCO2, [OH-], O. Product: CC(=O)C=Cc1ccc2c(c1)CCO2. Reaction SMILES: [CH3:12][C:13]([CH3:14])=[O:15].[Cl:19][CH2:20][Cl:21].[ClH:22].[Na+:18].[O:1]1[c:2]2[c:3]([cH:6][c:7]([CH:10]=[O:11])[cH:8][cH:9]2)[CH2:4][CH2:5]1.[OH-:17].[OH2:16]>>[O:1]1[c:2]2[c:3]([cH:6][c:7]([CH:10]=[CH:12][C:13]([CH3:14])=[O:15])[cH:8][cH:9]2)[CH2:4][CH2:5]1. Starting materials: Clc1ncc(Br)c(OC2CN(c3ccc4ccccc4n3)C2)n1, O=C([O-])[O-], C1COCCO1, CC(C)(C)OC(=O)N1CC=C(B2OC(C)(C)C(C)(C)O2)CC1, [Na+], [Na+], O. Yields the product CC(C)(C)OC(=O)N1CC=C(c2cnc(Cl)nc2OC2CN(c3ccc4ccccc4n3)C2)CC1. As a reaction SMILES: [Br:1][c:2]1[c:3]([O:9][CH:10]2[CH2:11][N:12]([c:14]3[n:15][c:16]4[cH:17][cH:18][cH:19][cH:20][c:21]4[cH:22][cH:23]3)[CH2:13]2)[n:4][c:5]([Cl:8])[n:6][cH:7]1.[C:24](=[O:25])([O-:26])[O-:27].[CH2:52]1[O:53][CH2:54][CH2:55][O:56][CH2:57]1.[CH3:30][C:31]1([CH3:32])[C:33]([CH3:34])([CH3:35])[O:36][B:37]([C:38]2=[CH:39][CH2:40][N:41]([C:44](=[O:45])[O:46][C:47]([CH3:48])([CH3:49])[CH3:50])[CH2:42][CH2:43]2)[O:51]1.[Na+:28].[Na+:29].[OH2:58]>>[c:2]1([C:38]2=[CH:39][CH2:40][N:41]([C:44](=[O:45])[O:46][C:47]([CH3:48])([CH3:49])[CH3:50])[CH2:42][CH2:43]2)[c:3]([O:9][CH:10]2[CH2:11][N:12]([c:14]3[n:15][c:16]4[cH:17][cH:18][cH:19][cH:20][c:21]4[cH:22][cH:23]3)[CH2:13]2)[n:4][c:5]([Cl:8])[n:6][cH:7]1.